The task is: describe an organic reaction: reactants, conditions, products, and yield. This data is from the Open Reaction Database (ORD), a public repository of structured organic reaction records. Starting materials: C1CCC2=NCCCN2CC1 (DBU), CS(=O)(=O)Cl (methanesulfonyl chloride), OC(CC)C1=CC=C(N1CC1=CC=C(C=C1)C1=C(C=CC=C1)C1=NN=NN1C(C1=CC=CC=C1)(C1=CC=CC=C1)C1=CC=CC=C1)C(=O)OCC (ethyl 5-(1-hydroxypropyl)-1-[2'-(1-triphenylmethyltetrazol-5-yl)biphenyl-4-yl-methyl]pyrrole-2-carboxylate), C1CCC2=NCCCN2CC1 (DBU), CS(=O)(=O)Cl (methanesulfonyl chloride). Solvent: C(Cl)Cl (methylene chloride). Conditions: time 24 hour. Yields the product C(=CC)C1=CC=C(N1CC1=CC=C(C=C1)C1=C(C=CC=C1)C1=NN=NN1C(C1=CC=CC=C1)(C1=CC=CC=C1)C1=CC=CC=C1)C(=O)OCC (ethyl 5-(1-propenyl)-1-[2'-(1-triphenylmethyltetrazol-5-yl)biphenyl-4-yl-methyl]pyrrole-2-carboxylate). RXN SMILES: O[CH:2]([C:5]1[N:9]([CH2:10][C:11]2[CH:16]=[CH:15][C:14]([C:17]3[CH:22]=[CH:21][CH:20]=[CH:19][C:18]=3[C:23]3[N:27]([C:28]([C:41]4[CH:46]=[CH:45][CH:44]=[CH:43][CH:42]=4)([C:35]4[CH:40]=[CH:39][CH:38]=[CH:37][CH:36]=4)[C:29]4[CH:34]=[CH:33][CH:32]=[CH:31][CH:30]=4)[N:26]=[N:25][N:24]=3)=[CH:13][CH:12]=2)[C:8]([C:47]([O:49][CH2:50][CH3:51])=[O:48])=[CH:7][CH:6]=1)[CH2:3][CH3:4].C1CCN2C(=NCCC2)CC1.CS(Cl)(=O)=O>C(Cl)Cl>[CH:2]([C:5]1[N:9]([CH2:10][C:11]2[CH:12]=[CH:13][C:14]([C:17]3[CH:22]=[CH:21][CH:20]=[CH:19][C:18]=3[C:23]3[N:27]([C:28]([C:29]4[CH:34]=[CH:33][CH:32]=[CH:31][CH:30]=4)([C:41]4[CH:42]=[CH:43][CH:44]=[CH:45][CH:46]=4)[C:35]4[CH:40]=[CH:39][CH:38]=[CH:37][CH:36]=4)[N:26]=[N:25][N:24]=3)=[CH:15][CH:16]=2)[C:8]([C:47]([O:49][CH2:50][CH3:51])=[O:48])=[CH:7][CH:6]=1)=[CH:3][CH3:4]. Reported procedure: To a solution of ethyl 5-(1-hydroxypropyl)-1-[2'-(1-triphenylmethyltetrazol-5-yl)biphenyl-4-yl-methyl]pyrrole-2-carboxylate (2.0 g, 3.0 mmol) in methylene chloride (100 ml) at 0° C. was added DBU (2.0 ml, 12.0 mmol) followed by methanesulfonyl chloride (0.7 ml, 9.0 mmol). The mixture was stirred overnight at room temperature whereupon an additional aliquot of DBU (2.0 ml) and methanesulfonyl chloride (0.7 ml) were added and the mixture was allowed to stir an additional 24 hours. The mixture was ... Starting materials: CCOC(=O)c1c(O)cc(CC)[nH]c1=O, Cl, [K+], [OH-], O. The product is CCc1cc(O)cc(=O)[nH]1. As a reaction SMILES: [C:1]([O:2][CH2:3][CH3:4])(=[O:5])[c:6]1[c:7](=[O:15])[nH:8][c:9]([CH2:13][CH3:14])[cH:10][c:11]1[OH:12].[ClH:18].[K+:17].[OH-:16].[OH2:19]>>[cH:6]1[c:7](=[O:15])[nH:8][c:9]([CH2:13][CH3:14])[cH:10][c:11]1[OH:12]. The reactants are C[O-].[Na+] (sodium methoxide), Cl (hydrochloric acid), FC1=NC(=CC=C1C(=O)OC)F (2,6-Difluoro-3-pyridinecarboxylic acid, methyl ester), ice water. The solvent is CO (methanol), O1CCCC1 (tetrahydrofuran). Yields the product FC1=NC(=CC=C1C(=O)OC)OC (2-Fluoro-6-Methoxy-3-Pyridinecarboxylic Acid, Methyl Ester). RXN SMILES: [F:1][C:2]1[C:7]([C:8]([O:10][CH3:11])=[O:9])=[CH:6][CH:5]=[C:4](F)[N:3]=1.[CH3:13][O-:14].[Na+].Cl>O1CCCC1.CO>[F:1][C:2]1[C:7]([C:8]([O:10][CH3:11])=[O:9])=[CH:6][CH:5]=[C:4]([O:14][CH3:13])[N:3]=1 |f:1.2|. Procedure details: To a stirred solution of 15.0 g (0.0867 mol) of the product from Example 12 in 240 mL dry tetrahydrofuran cooled to -78° was added dropwise 22.7 mL (0.0993 mol) of 25% sodium methoxide in methanol solution over 45 minutes. After warming to -20°, the mixture was poured into ice water, acidified with 1 normal hydrochloric acid and extracted with ether. The combined organic layers were washed with brine, dried over magnesium sulfate, and evaporated to a semisolid which was purified by flash chromat... Starting materials: CCOC(=O)C(C)(C)Oc1cc(OC)cc(C(=O)O)c1, CCCC(C)(Br)C(=O)[O-], CNCc1ccc(-c2ccc(C(F)(F)F)cc2)nc1C, [O-][Cl+][O-], [Na+], COc1cc(O)cc(C=O)c1. The product is CCOC(=O)C(C)(C)Oc1cc(OC)cc(C(=O)N(C)Cc2ccc(-c3ccc(C(F)(F)F)cc3)nc2C)c1. As a reaction SMILES: [CH2:21]([CH3:22])[O:23][C:24](=[O:25])[C:26]([CH3:27])([O:28][c:29]1[cH:30][c:31]([C:32](=[O:33])[OH:34])[cH:35][c:36]([O:38][CH3:39])[cH:37]1)[CH3:40].[CH2:52]([CH2:53][C:54]([Br:55])([CH3:56])[C:57]([O-:58])=[O:59])[CH3:60].[CH3:1][NH:2][CH2:3][c:4]1[c:5]([CH3:20])[n:6][c:7](-[c:10]2[cH:11][cH:12][c:13]([C:16]([F:17])([F:18])[F:19])[cH:14][cH:15]2)[cH:8][cH:9]1.[Cl+:61]([O-:62])[O-:63].[Na+:64].[OH:41][c:42]1[cH:43][c:44]([CH:50]=[O:51])[cH:45][c:46]([O:47][CH3:48])[cH:49]1>>[CH3:1][N:2]([CH2:3][c:4]1[c:5]([CH3:20])[n:6][c:7](-[c:10]2[cH:11][cH:12][c:13]([C:16]([F:17])([F:18])[F:19])[cH:14][cH:15]2)[cH:8][cH:9]1)[C:32]([c:31]1[cH:30][c:29]([O:28][C:26]([C:24]([O:23][CH2:21][CH3:22])=[O:25])([CH3:27])[CH3:40])[cH:37][c:36]([O:38][CH3:39])[cH:35]1)=[O:34]. Reactants: C1(=CC=CC=C1)P(C1=CC=CC=C1)C1=CC=CC=C1 (triphenylphosphine), C1(CCCCC1)/C=C(/C(=O)O)\C1=CC(=C(C=C1)S(=O)(=O)C)[N+](=O)[O-] ((E)-3-cyclohexyl-2-(4-(methanesulfonyl)-3-nitro-phenyl)-acrylic acid), NC=1SC=CN1 (2-aminothiazole), BrN1C(CCC1=O)=O (N-bromosuccinimide). Run in C(Cl)Cl (methylene chloride), C(Cl)Cl (methylene chloride). Reaction conditions: temperature 0 celsius, time 30 minute. The product is hexanes ethyl acetate, C1(CCCCC1)/C=C(/C(=O)NC=1SC=CN1)\C1=CC(=C(C=C1)S(=O)(=O)C)[N+](=O)[O-] ((E)-3-cyclohexyl-2-(4-methanesulfonyl-3-nitro-phenyl)-N-thiazol-2-yl-acrylamide). Yield: 20.4%. RXN SMILES: C1(P(C2C=CC=CC=2)C2C=CC=CC=2)C=CC=CC=1.BrN1C(=O)CCC1=O.[CH:28]1(/[CH:34]=[C:35](\[C:39]2[CH:44]=[CH:43][C:42]([S:45]([CH3:48])(=[O:47])=[O:46])=[C:41]([N+:49]([O-:51])=[O:50])[CH:40]=2)/[C:36]([OH:38])=O)[CH2:33][CH2:32][CH2:31][CH2:30][CH2:29]1.[NH2:52][C:53]1[S:54][CH:55]=[CH:56][N:57]=1>C(Cl)Cl>[CH:28]1(/[CH:34]=[C:35](\[C:39]2[CH:44]=[CH:43][C:42]([S:45]([CH3:48])(=[O:46])=[O:47])=[C:41]([N+:49]([O-:51])=[O:50])[CH:40]=2)/[C:36]([NH:52][C:53]2[S:54][CH:55]=[CH:56][N:57]=2)=[O:38])[CH2:33][CH2:32][CH2:31][CH2:30][CH2:29]1. Reported procedure: A solution of triphenylphosphine (720 mg, 2.75 mmol) in methylene chloride (25 mL) was cooled to 0° C. and then treated with N-bromosuccinimide (490 mg, 2.75 mmol). The reaction mixture was stirred at 0° C. For 30 min and then treated with a solution of (E)-3-cyclohexyl-2-(4-(methanesulfonyl)-3-nitro-phenyl)-acrylic acid (485 mg, 1.37 mmol) in methylene chloride (5 mL). The reaction mixture was stirred for 15 min at 0° C. and then allowed to warm to 25° C. where it was stirred for 1.5 h. The rea... Reactants: ClC(=O)N1C2=C(NC(C3=C1C=CC=C3)=O)C=CC=C2 (5-chlorocarbonyl-5,10-dihydro-11H-dibenzo[b,e][1,4]diazepin-11-one), C([O-])([O-])=O.[Na+].[Na+] (sodium carbonate), NC1CCN(CC1)C (4-amino-1-methyl-piperidine). The solvent is C(C)#N (acetonitrile). Product: CN1CCC(CC1)NC(=O)N1C2=C(NC(C3=C1C=CC=C3)=O)C=CC=C2 (5,10-Dihydro-5-{[(1-methyl-4-piperidinyl)amino]carbonyl}-11H-dibenzo[b,e][1,4]diazepin-11-one). Reaction SMILES: Cl[C:2]([N:4]1[C:10]2[CH:11]=[CH:12][CH:13]=[CH:14][C:9]=2[C:8](=[O:15])[NH:7][C:6]2[CH:16]=[CH:17][CH:18]=[CH:19][C:5]1=2)=[O:3].C(=O)([O-])[O-].[Na+].[Na+].[NH2:26][CH:27]1[CH2:32][CH2:31][N:30]([CH3:33])[CH2:29][CH2:28]1>C(#N)C>[CH3:33][N:30]1[CH2:31][CH2:32][CH:27]([NH:26][C:2]([N:4]2[C:10]3[CH:11]=[CH:12][CH:13]=[CH:14][C:9]=3[C:8](=[O:15])[NH:7][C:6]3[CH:16]=[CH:17][CH:18]=[CH:19][C:5]2=3)=[O:3])[CH2:28][CH2:29]1 |f:1.2.3|. Reported procedure: Amounts of 3.2 gm (0.012 mol) of 5-chlorocarbonyl-5,10-dihydro-11H-dibenzo[b,e][1,4]diazepin-11-one and 2.1 gm (0.02 mol) of sodium carbonate were refluxed in 100 ml of acetonitrile together with 2.3 ml (0.02 mol) of 4-amino-1-methyl-piperidine for 15 minutes under stirring. The mixture was filtered while hot, and the filtrate was purified over a silica gel column [eluant: acetonitrile; followed by methylene chloride/ethyl acetate/cyclohexane/methanol/ammonia (175:75:23:23:3)]. The desired fract...